This data is from the Open Reaction Database (ORD), a public repository of structured organic reaction records. The task is: describe an organic reaction: reactants, conditions, products, and yield Starting materials: ClC1=C(C(=O)NC=2C=CC=C3C=C(C=NC23)\C=C\C(=O)OCC)C(=CC=C1)Cl (8-(2,6-dichlorobenzoylamino)-3-((E)-2-ethoxycarbonylvinyl)quinoline). The reagents and catalysts are [Pt](=O)=O (platinum (IV) oxide). Solvent: O1CCOCC1 (dioxane). Run at time 3 hour. The product is ClC1=C(C(=O)NC=2C=CC=C3C=C(C=NC23)CCC(=O)OCC)C(=CC=C1)Cl (8-(2,6-dichlorobenzoylamino)-3-(2-ethoxycarbonylethyl)quinoline). Yield: 39.8%. RXN SMILES: [Cl:1][C:2]1[CH:27]=[CH:26][CH:25]=[C:24]([Cl:28])[C:3]=1[C:4]([NH:6][C:7]1[CH:8]=[CH:9][CH:10]=[C:11]2[C:16]=1[N:15]=[CH:14][C:13](/[CH:17]=[CH:18]/[C:19]([O:21][CH2:22][CH3:23])=[O:20])=[CH:12]2)=[O:5]>O1CCOCC1.[Pt](=O)=O>[Cl:1][C:2]1[CH:27]=[CH:26][CH:25]=[C:24]([Cl:28])[C:3]=1[C:4]([NH:6][C:7]1[CH:8]=[CH:9][CH:10]=[C:11]2[C:16]=1[N:15]=[CH:14][C:13]([CH2:17][CH2:18][C:19]([O:21][CH2:22][CH3:23])=[O:20])=[CH:12]2)=[O:5]. Procedure: A mixture of 8-(2,6-dichlorobenzoylamino)-3-((E)-2-ethoxycarbonylvinyl)quinoline (40 mg) and platinum (IV) oxide (5 mg) in dioxane (1 ml) was stirred for 3 hours at ambient temperature under hydrogen atmosphere. Insoluble material was filtered off and the filtrate was concentrated in vacuo. The residue was purified by preparative thin layer chromatography (ethyl acetate-n-hexane) to give 8-(2,6-dichlorobenzoylamino)-3-(2-ethoxycarbonylethyl)quinoline (16 mg). RXN SMILES: Br[C:2]1[C:10]([CH3:11])=[CH:9][C:8]2[C:4](=[CH:5][N:6]([CH2:12][CH:13]3[CH2:16][N:15]([C:17]([O:19][C:20]([CH3:23])([CH3:22])[CH3:21])=[O:18])[CH2:14]3)[N:7]=2)[CH:3]=1.C[OH:25].C1CCN2C(=NCCC2)CC1.[O:37]1[CH2:41]CC[CH2:38]1>CC1C(P(C2C([CH2-])=CC=CC=2)C2C(C)=CC=CC=2)=CC=CC=1.CC1C(P(C2C([CH2-])=CC=CC=2)C2C(C)=CC=CC=2)=CC=CC=1.CC(O)=O.CC(O)=O.[Pd].[Pd].[C-]#[O+].[C-]#[O+].[C-]#[O+].[C-]#[O+].[C-]#[O+].[C-]#[O+].[Mo]>[C:20]([O:19][C:17]([N:15]1[CH2:16][CH:13]([CH2:12][N:6]2[CH:5]=[C:4]3[C:8]([CH:9]=[C:10]([CH3:11])[C:2]([C:38]([O:37][CH3:41])=[O:25])=[CH:3]3)=[N:7]2)[CH2:14]1)=[O:18])([CH3:23])([CH3:22])[CH3:21] |f:4.5.6.7.8.9,10.11.12.13.14.15.16|. Yields the product C(C)(C)(C)OC(=O)N1CC(C1)CN1N=C2C=C(C(=CC2=C1)C(=O)OC)C (Methyl 2-{[1-(tert-butoxycarbonyl)azetidin-3-yl]methyl}-6-methyl-2H-indazol-5-carboxylate). Run at temperature 125 celsius. The reactants are BrC1=CC2=CN(N=C2C=C1C)CC1CN(C1)C(=O)OC(C)(C)C (Tert-butyl 3-[(5-bromo-6-methyl-2H-indazol-2-yl)methyl]azetidin-1-carboxylate), CO (methanol), C1CCC2=NCCCN2CC1 (DBU), O1CCCC1 (tetrahydrofuran). Reagents/catalysts: CC1=CC=CC=C1P(C2=CC=CC=C2C)C3=CC=CC=C3[CH2-].CC1=CC=CC=C1P(C2=CC=CC=C2C)C3=CC=CC=C3[CH2-].CC(=O)O.CC(=O)O.[Pd].[Pd] (trans-bis(acetato)-bis[o-(di-o-tolylphosphino)-benzyl]dipalladium(II)), [C-]#[O+].[C-]#[O+].[C-]#[O+].[C-]#[O+].[C-]#[O+].[C-]#[O+].[Mo] (molybdenum hexacarbonyl). Reported procedure: To a solution of 730 mg of the bromide prepared in Example 178a in 17.5 ml tetrahydrofuran were added 0.23 ml of methanol, 145 mg of trans-bis(acetato)-bis[o-(di-o-tolylphosphino)-benzyl]dipalladium(II), 877 mg of DBU and 760 mg of molybdenum hexacarbonyl This reaction mixture was then heated in the microwave (120 watts) for 20 minutes at 125° C. Seven further preparations were performed in the same manner and all worked up together. For this, they were concentrated in vacuo and the residue take... The reactants are ClC=1C=CC2=C(C(C=3NC=C(C(C3O2)=O)C(=O)OCC)=O)C1 (ethyl 8-chloro-4,10-dihydro-4,10-dioxo-1H-1-benzopyrano[3,2-b]pyridine-3-carboxylate), C(C)I (ethyl iodide). Reaction SMILES: [Cl:1][C:2]1[CH:3]=[CH:4][C:5]2[O:14][C:13]3[C:12](=[O:15])[C:11]([C:16]([O:18][CH2:19][CH3:20])=[O:17])=[CH:10][NH:9][C:8]=3[C:7](=[O:21])[C:6]=2[CH:22]=1.[CH2:23](I)[CH3:24]>>[CH2:23]([N:9]1[CH:10]=[C:11]([C:16]([O:18][CH2:19][CH3:20])=[O:17])[C:12](=[O:15])[C:13]2[O:14][C:5]3[CH:4]=[CH:3][C:2]([Cl:1])=[CH:22][C:6]=3[C:7](=[O:21])[C:8]1=2)[CH3:24]. Yields the product C(C)N1C2=C(C(C(=C1)C(=O)OCC)=O)OC1=C(C2=O)C=C(C=C1)Cl (Ethyl 1-ethyl-8-chloro-4,10-dihydro-4,10-dioxo-1H-1-benzopyrano[3,2-b]pyridine-3-carboxylate). Procedure: Prepared from ethyl 8-chloro-4,10-dihydro-4,10-dioxo-1H-1-benzopyrano[3,2-b]pyridine-3-carboxylate (3.19 g, 0.01 mole) and ethyl iodide (6.24 g, 0.04 mole) by the method described for Example 9. Recrystallization from DMF gave white crystals (2.7 g, 78%), m.p. 257°-259°. Yield: 77.6%. The reactants are Cc1ccc(S(=O)(=O)Oc2cc(C(F)(F)F)n(C)n2)cc1, CCCCCCC, ClCCl, C#Cc1ccccc1. Yields the product Cn1nc(C#Cc2ccccc2)cc1C(F)(F)F. RXN SMILES: [CH3:1][n:2]1[n:3][c:4]([O:11][S:12]([c:13]2[cH:14][cH:15][c:16]([CH3:17])[cH:18][cH:19]2)(=[O:20])=[O:21])[cH:5][c:6]1[C:7]([F:8])([F:9])[F:10].[CH3:30][CH2:31][CH2:32][CH2:33][CH2:34][CH2:35][CH3:36].[Cl:37][CH2:38][Cl:39].[c:22]1([C:28]#[CH:29])[cH:23][cH:24][cH:25][cH:26][cH:27]1>>[CH3:1][n:2]1[n:3][c:4]([C:29]#[C:28][c:22]2[cH:23][cH:24][cH:25][cH:26][cH:27]2)[cH:5][c:6]1[C:7]([F:8])([F:9])[F:10]. Starting materials: ClCCCOC1=C2C(C(NC2=C(C=C1)C)=O)(C)C (4-(3-Chloropropoxy)-3,3,7-trimethyl-2,3-dihydro-1H-indol-2-one), N1=C(C=CC2=CC=CC=C12)C=C1CCNCC1 (4-(2-quinolylmethylene)piperidine), C([O-])([O-])=O.[K+].[K+] (potassium carbonate), [I-].[K+] (potassium iodide). Run in CN(C)C=O (DMF). Conditions: temperature 100 celsius, time 90 minute. Product: N1=C(C=CC2=CC=CC=C12)C=C1CCN(CC1)CCCOC1=C2C(C(NC2=C(C=C1)C)=O)(C)C (4-[3-[4-(2-quinolylmethylene)piperidino]propoxy]-3,3,7-trimethyl-2,3-dihydro-1H-indol-2-one). RXN SMILES: Cl[CH2:2][CH2:3][CH2:4][O:5][C:6]1[CH:14]=[CH:13][C:12]([CH3:15])=[C:11]2[C:7]=1[C:8]([CH3:18])([CH3:17])[C:9](=[O:16])[NH:10]2.[N:19]1[C:28]2[C:23](=[CH:24][CH:25]=[CH:26][CH:27]=2)[CH:22]=[CH:21][C:20]=1[CH:29]=[C:30]1[CH2:35][CH2:34][NH:33][CH2:32][CH2:31]1.C(=O)([O-])[O-].[K+].[K+].[I-].[K+]>CN(C=O)C>[N:19]1[C:28]2[C:23](=[CH:24][CH:25]=[CH:26][CH:27]=2)[CH:22]=[CH:21][C:20]=1[CH:29]=[C:30]1[CH2:31][CH2:32][N:33]([CH2:2][CH2:3][CH2:4][O:5][C:6]2[CH:14]=[CH:13][C:12]([CH3:15])=[C:11]3[C:7]=2[C:8]([CH3:18])([CH3:17])[C:9](=[O:16])[NH:10]3)[CH2:34][CH2:35]1 |f:2.3.4,5.6|. Reported procedure: 4-(3-Chloropropoxy)-3,3,7-trimethyl-2,3-dihydro-1H-indol-2-one (268 mg) and 4-(2-quinolylmethylene)piperidine (224 mg) were dissolved in DMF (10 ml), and potassium carbonate (145 mg) and potassium iodide (173 mg) were added to the solution. The mixture was stirred at 100° C. for 90 minutes under argon and concentrated under reduced pressure. Chloroform was added to the residue. The mixture was washed with water, dried over magnesium sulfate anhydrate, and concentrated under reduced pressure. The... The reactants are N#CCBr, O=C([O-])[O-], CN(C)C=O, CCOC(C)=O, [Cs+], [Cs+], Cc1cc2c(cc1C(F)(F)F)NCCCC2N(Cc1cc(C(F)(F)F)cc(C(F)(F)F)c1)c1nnn(C)n1, O. The product is Cc1cc2c(cc1C(F)(F)F)N(CC#N)CCCC2N(Cc1cc(C(F)(F)F)cc(C(F)(F)F)c1)c1nnn(C)n1. As a reaction SMILES: [Br:39][CH2:40][C:41]#[N:42].[C:43](=[O:44])([O-:45])[O-:46].[CH3:49][N:50]([CH3:51])[CH:52]=[O:53].[CH3:55][CH2:56][O:57][C:58](=[O:59])[CH3:60].[Cs+:47].[Cs+:48].[F:1][C:2]([c:3]1[cH:4][c:5]([CH2:6][N:7]([CH:8]2[c:9]3[c:10]([cH:15][c:16]([C:20]([F:21])([F:22])[F:23])[c:17]([CH3:19])[cH:18]3)[NH:11][CH2:12][CH2:13][CH2:14]2)[c:24]2[n:25][n:26][n:27]([CH3:29])[n:28]2)[cH:30][c:31]([C:33]([F:34])([F:35])[F:36])[cH:32]1)([F:37])[F:38].[OH2:54]>>[F:1][C:2]([c:3]1[cH:4][c:5]([CH2:6][N:7]([CH:8]2[c:9]3[c:10]([cH:15][c:16]([C:20]([F:21])([F:22])[F:23])[c:17]([CH3:19])[cH:18]3)[N:11]([CH2:40][C:41]#[N:42])[CH2:12][CH2:13][CH2:14]2)[c:24]2[n:25][n:26][n:27]([CH3:29])[n:28]2)[cH:30][c:31]([C:33]([F:34])([F:35])[F:36])[cH:32]1)([F:37])[F:38]. The reactants are [Al+3], N#Cc1ccc(Br)c(CN2CCc3ccccc32)c1, [H-], [H-], [H-], [H-], [Li+], C1CCOC1. Yields the product NCc1ccc(Br)c(CN2CCc3ccccc32)c1. As a reaction SMILES: [Al+3:21].[Br:1][c:2]1[c:3]([CH2:10][N:11]2[CH2:12][CH2:13][c:14]3[cH:15][cH:16][cH:17][cH:18][c:19]32)[cH:4][c:5]([C:6]#[N:7])[cH:8][cH:9]1.[H-:20].[H-:23].[H-:24].[H-:25].[Li+:22].[O:26]1[CH2:27][CH2:28][CH2:29][CH2:30]1>>[Br:1][c:2]1[c:3]([CH2:10][N:11]2[CH2:12][CH2:13][c:14]3[cH:15][cH:16][cH:17][cH:18][c:19]32)[cH:4][c:5]([CH2:6][NH2:7])[cH:8][cH:9]1. Reactants: COCC(=O)Cl, Cl, O=C(NC1CCNCC1)c1c[nH]c2c(-c3c(OCC4CCC4)ccc4c3OCO4)ncnc12. The product is COCC(=O)N1CCC(NC(=O)c2c[nH]c3c(-c4c(OCC5CCC5)ccc5c4OCO5)ncnc23)CC1. RXN SMILES: [CH3:35][O:36][CH2:37][C:38](=[O:39])[Cl:40].[ClH:1].[NH:2]1[CH2:3][CH2:4][CH:5]([NH:8][C:9](=[O:10])[c:11]2[cH:12][nH:13][c:14]3[c:15]2[n:16][cH:17][n:18][c:19]3-[c:20]2[c:21]([O:29][CH2:30][CH:31]3[CH2:32][CH2:33][CH2:34]3)[cH:22][cH:23][c:24]3[c:28]2[O:27][CH2:26][O:25]3)[CH2:6][CH2:7]1>>[N:2]1([C:38]([CH2:37][O:36][CH3:35])=[O:39])[CH2:3][CH2:4][CH:5]([NH:8][C:9](=[O:10])[c:11]2[cH:12][nH:13][c:14]3[c:15]2[n:16][cH:17][n:18][c:19]3-[c:20]2[c:21]([O:29][CH2:30][CH:31]3[CH2:32][CH2:33][CH2:34]3)[cH:22][cH:23][c:24]3[c:28]2[O:27][CH2:26][O:25]3)[CH2:6][CH2:7]1.